Dataset: the Open Reaction Database (ORD), a public repository of structured organic reaction records. Task: describe an organic reaction: reactants, conditions, products, and yield Solvent: ClCCl (dichloromethane), CN(C)C=O (DMF), ClCCl (dichloromethane), ClCCl (dichloromethane). The reactants are C(C(=O)Cl)(=O)Cl (Oxalyl chloride), C(C)(C)(C)OC(=O)N(CCOC=1C=C(C(=O)O)C=C(C1)Cl)C1=CC=NC=C1 (3-[2-(tert-butoxycarbonyl-pyridin-4-yl-amino)-ethoxy]-5-chloro-benzoic acid), FC1=C(C=CC=C1)NCCC#N (3-(2-fluoro-phenylamino)propionitrile), CCN(C(C)C)C(C)C (DIPEA). As a reaction SMILES: C(Cl)(=O)C(Cl)=O.[C:7]([O:11][C:12]([N:14]([C:28]1[CH:33]=[CH:32][N:31]=[CH:30][CH:29]=1)[CH2:15][CH2:16][O:17][C:18]1[CH:19]=[C:20]([CH:24]=[C:25]([Cl:27])[CH:26]=1)[C:21](O)=[O:22])=[O:13])([CH3:10])([CH3:9])[CH3:8].[F:34][C:35]1[CH:40]=[CH:39][CH:38]=[CH:37][C:36]=1[NH:41][CH2:42][CH2:43][C:44]#[N:45].CCN(C(C)C)C(C)C>ClCCl.CN(C=O)C.CN(C1C=CN=CC=1)C>[C:7]([O:11][C:12](=[O:13])[N:14]([CH2:15][CH2:16][O:17][C:18]1[CH:19]=[C:20]([C:21](=[O:22])[N:41]([CH2:42][CH2:43][C:44]#[N:45])[C:36]2[CH:37]=[CH:38][CH:39]=[CH:40][C:35]=2[F:34])[CH:24]=[C:25]([Cl:27])[CH:26]=1)[C:28]1[CH:29]=[CH:30][N:31]=[CH:32][CH:33]=1)([CH3:10])([CH3:9])[CH3:8]. Reported procedure: 2M Oxalyl chloride solution in dichloromethane (0.090 ml) and DMF (0.001 ml) were added to a suspension of 3-[2-(tert-butoxycarbonyl-pyridin-4-yl-amino)-ethoxy]-5-chloro-benzoic acid (0.059 g) in anhydrous dichloromethane (1 ml). The reaction was stirred at room temperature for 1.5 h then a solution of 3-(2-fluoro-phenylamino)propionitrile (0.026 g) in dichloromethane (1 ml), DMAP (0.002 g) and DIPEA (0.078 m l) were added. The reaction mixture was stirred at room temperature for 66 h. The react... Run at time 1.5 hour. Isolated yield 34.6%. Reagents/catalysts: CN(C)C=1C=CN=CC1 (DMAP). Yields the product C(C)(C)(C)OC(N(C1=CC=NC=C1)CCOC1=CC(=CC(=C1)C(N(C1=C(C=CC=C1)F)CCC#N)=O)Cl)=O ((2-{3-Chloro-5-[(2-cyano-ethyl)-(2-fluoro-phenyl)-carbamoyl]-phenoxy}-ethyl)-pyridin-4-yl-carbamic acid tert-butyl ester). Reactants: CC1C(C1)\C=C/C=1C=C(C(=O)O)C=C(C1)N(S(=O)(=O)C)C (3-[(Z)-2-(2-methylcyclopropyl)vinyl]-5-[methyl(methylsulfonyl)amino]benzoic acid), C(CC)I (propyl iodide). Yields the product CC1C(C1)\C=C/C=1C=C(C(=O)O)C=C(C1)N(S(=O)(=O)C)CCC (3-[(Z)-2-(2-methylcyclopropyl)vinyl]-5-[propyl(methylsulfonyl)amino]benzoic acid). RXN SMILES: [CH3:1][CH:2]1[CH2:4][CH:3]1/[CH:5]=[CH:6]\[C:7]1[CH:8]=[C:9]([CH:13]=[C:14]([N:16]([CH3:21])[S:17]([CH3:20])(=[O:19])=[O:18])[CH:15]=1)[C:10]([OH:12])=[O:11].[CH2:22](I)[CH2:23]C>>[CH3:1][CH:2]1[CH2:4][CH:3]1/[CH:5]=[CH:6]\[C:7]1[CH:8]=[C:9]([CH:13]=[C:14]([N:16]([CH2:21][CH2:22][CH3:23])[S:17]([CH3:20])(=[O:19])=[O:18])[CH:15]=1)[C:10]([OH:12])=[O:11]. Procedure details: This compound was prepared analogously to 3-[(Z)-2-(2-methylcyclopropyl)vinyl]-5-[methyl(methylsulfonyl)amino]benzoic acid, the only difference being the substitution of methyl iodide with propyl iodide in Step D.